From a dataset of the Open Reaction Database (ORD), a public repository of structured organic reaction records. describe an organic reaction: reactants, conditions, products, and yield The reactants are C(C)(C)(C)O (tert-butanol), COCC(CC)N ((-)-1-(methoxymethyl)propylamine), ClC=1C(=C(C(=CC1[N+](=O)[O-])C)C)[N+](=O)[O-] (4-chloro-3,5-di-nitro-o-xylene). The solvent is C(Cl)(Cl)Cl (chloroform). Product: COCC(CC)NC1=C(C(=C(C=C1[N+](=O)[O-])C)C)[N+](=O)[O-] ((-)-N-[1-(Methoxymethyl)propyl]-2,6-dinitro-3,4-xylidine). RXN SMILES: C(O)(C)(C)C.[CH3:6][O:7][CH2:8][CH:9]([NH2:12])[CH2:10][CH3:11].Cl[C:14]1[C:15]([N+:25]([O-:27])=[O:26])=[C:16]([CH3:24])[C:17]([CH3:23])=[CH:18][C:19]=1[N+:20]([O-:22])=[O:21]>C(Cl)(Cl)Cl>[CH3:6][O:7][CH2:8][CH:9]([NH:12][C:14]1[C:19]([N+:20]([O-:22])=[O:21])=[CH:18][C:17]([CH3:23])=[C:16]([CH3:24])[C:15]=1[N+:25]([O-:27])=[O:26])[CH2:10][CH3:11]. Procedure details: (-)-2-Amino-1-butanol [100 grams, prepared according to D. Pitre and E. B. Grabitz, Chimia 23, 399 (1969)] was added in a dropwise manner to a stirred solution of tert-butanol (800 ml.) containing potassium tert-butoxide (126 grams). After warming this mixture to 70° C. to 80° C. for 2 hours, methyl iodide (175 grams) was added slowly at temperatures below 50° C. The suspension which formed was then stirred with refluxing overnight. After removal of the solid phase by filtration, the filtrate wa... Starting materials: COC(=O)c1ccc(CN2C(=O)N(c3cccc(C(F)(F)F)c3)C(C)=C(C(=O)c3ccco3)C2c2ccc(C#N)cc2)o1, CO, Cl, [Li+], C1CCOC1, [OH-], O. Product: CC1=C(C(=O)c2ccco2)C(c2ccc(C#N)cc2)N(Cc2ccc(C(=O)O)o2)C(=O)N1c1cccc(C(F)(F)F)c1. Reaction SMILES: [C:1](#[N:2])[c:3]1[cH:4][cH:5][c:6]([CH:9]2[C:10]([C:37](=[O:38])[c:39]3[o:40][cH:41][cH:42][cH:43]3)=[C:11]([CH3:36])[N:12]([c:26]3[cH:27][c:28]([C:32]([F:33])([F:34])[F:35])[cH:29][cH:30][cH:31]3)[C:13](=[O:25])[N:14]2[CH2:15][c:16]2[cH:17][cH:18][c:19]([C:21](=[O:22])[O:23][CH3:24])[o:20]2)[cH:7][cH:8]1.[CH3:47][OH:48].[ClH:46].[Li+:44].[O:49]1[CH2:50][CH2:51][CH2:52][CH2:53]1.[OH-:45].[OH2:54]>>[C:1](#[N:2])[c:3]1[cH:4][cH:5][c:6]([CH:9]2[C:10]([C:37](=[O:38])[c:39]3[o:40][cH:41][cH:42][cH:43]3)=[C:11]([CH3:36])[N:12]([c:26]3[cH:27][c:28]([C:32]([F:33])([F:34])[F:35])[cH:29][cH:30][cH:31]3)[C:13](=[O:25])[N:14]2[CH2:15][c:16]2[cH:17][cH:18][c:19]([C:21](=[O:22])[OH:23])[o:20]2)[cH:7][cH:8]1. Reactants: ClC=1C=CC(=C(C1)C1=CC=CC(=N1)C(=O)O)O (6-(5-chloro-2-hydroxyphenyl)-pyridine-2-carboxylic acid), compound, 1b, Cl (hydrochloric acid), N(=O)[O-].[Na+] (sodium nitrite), crude product, [N+](=O)(O)[O-] (nitric acid), 4c, Cl (hydrochloric acid), C(O)([O-])=O.[Na+] (sodium hydrogen carbonate), 3-Aza-3′-{N′-[1-(4-tert-butylphenyl)-3-methyl-5-oxo-1,5-dihydropyrazol-4-ylidene]hydrazino}-2′-hydroxybiphenyl-5-carboxylic acid, crude product. Solvent: O (water), C(C)(=O)O (acetic acid), O (water), C(C)O (ethanol), O (water). Reaction conditions: temperature 5 celsius. Product: ClC=1C=C(C(=C(C1)C1=CC=CC(=N1)C(=O)O)O)[N+](=O)[O-] (6-(5-chloro-2-hydroxy-3-nitrophenyl)-pyridine-2-carboxylic acid). Isolated yield 29.0%. Reaction SMILES: [Cl:1][C:2]1[CH:3]=[CH:4][C:5]([OH:17])=[C:6]([C:8]2[N:13]=[C:12]([C:14]([OH:16])=[O:15])[CH:11]=[CH:10][CH:9]=2)[CH:7]=1.[N+:18]([O-])([OH:20])=[O:19].Cl.N([O-])=O.[Na+].C(=O)([O-])O.[Na+]>C(O)(=O)C.O.C(O)C>[Cl:1][C:2]1[CH:3]=[C:4]([N+:18]([O-:20])=[O:19])[C:5]([OH:17])=[C:6]([C:8]2[N:13]=[C:12]([C:14]([OH:16])=[O:15])[CH:11]=[CH:10][CH:9]=2)[CH:7]=1 |f:3.4,5.6|. Procedure: To the solution of 6-(5-chloro-2-hydroxyphenyl)-pyridine-2-carboxylic acid; (2.3 g, 10.1 mmol) in 100 ml acetic acid; was added 1 ml fuming nitric acid; and stirred at 35° C. to 40° C. for half an hour. The reaction mixture was diluted with water and adjusted pH to 2.5. The resulting preciptation was collected, washed and dried to give solid (2.74 g; 78%, three steps). MS(ES) m/z 295 [M+H]. d) 3-Aza-3′-{N′-[1-(4-tert-butylphenyl)-3-methyl-5-oxo-1,5-dihydropyrazol-4-ylidene]hydrazino}-2′-hydroxyb... Yield: 43.0%. Procedure details: Following the method described in Example 135 for the synthesis of 4-(5-bromo-2-propoxy-phenyl)-6-chloro-pyrimidin-2-ylamine, 2-(2-amino-6-chloro-pyrimidin-4-yl)-4-bromo-phenol and benzyl alcohol provided 4-(2-benzyloxy-5-bromo-phenyl)-6-chloro-pyrimidin-2-ylamine (43% yield). Starting materials: BrC=1C=CC(=C(C1)C1=NC(=NC(=C1)Cl)N)OCCC (4-(5-bromo-2-propoxy-phenyl)-6-chloro-pyrimidin-2-ylamine), NC1=NC(=CC(=N1)C1=C(C=CC(=C1)Br)O)Cl (2-(2-amino-6-chloro-pyrimidin-4-yl)-4-bromo-phenol), C(C1=CC=CC=C1)O (benzyl alcohol). RXN SMILES: [Br:1][C:2]1[CH:3]=[CH:4][C:5]([O:16][CH2:17][CH2:18][CH3:19])=[C:6]([C:8]2[CH:13]=[C:12]([Cl:14])[N:11]=[C:10]([NH2:15])[N:9]=2)[CH:7]=1.NC1N=[C:25]([C:27]2C=C(Br)C=CC=2O)[CH:24]=[C:23](Cl)N=1.C(O)C1C=CC=CC=1>>[CH2:17]([O:16][C:5]1[CH:4]=[CH:3][C:2]([Br:1])=[CH:7][C:6]=1[C:8]1[CH:13]=[C:12]([Cl:14])[N:11]=[C:10]([NH2:15])[N:9]=1)[C:18]1[CH:27]=[CH:25][CH:24]=[CH:23][CH:19]=1. Yields the product C(C1=CC=CC=C1)OC1=C(C=C(C=C1)Br)C1=NC(=NC(=C1)Cl)N (4-(2-benzyloxy-5-bromo-phenyl)-6-chloro-pyrimidin-2-ylamine).